From a dataset of the Open Reaction Database (ORD), a public repository of structured organic reaction records. describe an organic reaction: reactants, conditions, products, and yield RXN SMILES: [CH:1]1([S:4]([N:7]2[CH2:12][CH2:11][N:10]([CH2:13][CH2:14][NH:15][C@:16]34[CH2:50][CH2:49][C@@H:48]([C:51]([CH3:53])=[CH2:52])[C@@H:17]3[C@@H:18]3[C@@:31]([CH3:34])([CH2:32][CH2:33]4)[C@@:30]4([CH3:35])[C@@H:21]([C@:22]5([CH3:47])[C@@H:27]([CH2:28][CH2:29]4)[C:26]([CH3:37])([CH3:36])[C:25]([C:38]4[CH:46]=[CH:45][C:41]([C:42]([OH:44])=[O:43])=[CH:40][CH:39]=4)=[CH:24][CH2:23]5)[CH2:20][CH2:19]3)[CH2:9][CH2:8]2)(=[O:6])=[O:5])[CH2:3][CH2:2]1.CC(S(Cl)(=O)=O)C>>[CH:1]([S:4]([N:7]1[CH2:12][CH2:11][N:10]([CH2:13][CH2:14][NH:15][C@:16]23[CH2:50][CH2:49][C@@H:48]([C:51]([CH3:53])=[CH2:52])[C@@H:17]2[C@@H:18]2[C@@:31]([CH3:34])([CH2:32][CH2:33]3)[C@@:30]3([CH3:35])[C@@H:21]([C@:22]4([CH3:47])[C@@H:27]([CH2:28][CH2:29]3)[C:26]([CH3:36])([CH3:37])[C:25]([C:38]3[CH:46]=[CH:45][C:41]([C:42]([OH:44])=[O:43])=[CH:40][CH:39]=3)=[CH:24][CH2:23]4)[CH2:20][CH2:19]2)[CH2:9][CH2:8]1)(=[O:5])=[O:6])([CH3:3])[CH3:2]. Procedure: The title compound was prepared following the method described above for the synthesis of 4-((1R,3aS,5aR,5bR,7aR,11aS,11bR,13aR,13bR)-3a-((2-(4-(cyclopropylsulfonyl)piperazin-1-yl)ethyl)amino)-5a,5b,8,8,11a-pentamethyl-1-(prop-1-en-2-yl)-2,3,3a,4,5,5a,5b,6,7,7a,8,11,11a,11b,12,13,13a,13b-octadecahydro-1H-cyclopenta[a]chrysen-9-yl)benzoic acid using propane-2-sulfonyl chloride as the reagent in Step 1. The product was isolated as a colorless oil (6 mg, 36%). LCMS: m/e 748.63 (M+H)+, 2.31 min (met... The reactants are C1(CC1)S(=O)(=O)N1CCN(CC1)CCN[C@]12[C@@H]([C@H]3CC[C@@H]4[C@]5(CC=C(C([C@@H]5CC[C@]4([C@@]3(CC1)C)C)(C)C)C1=CC=C(C(=O)O)C=C1)C)[C@@H](CC2)C(=C)C (4-((1R,3aS,5aR,5bR,7aR,11aS,11bR,13aR,13bR)-3a-((2-(4-(cyclopropylsulfonyl)piperazin-1-yl)ethyl)amino)-5a,5b,8,8,11a-pentamethyl-1-(prop-1-en-2-yl)-2,3,3a,4,5,5a,5b,6,7,7a,8,11,11a,11b,12,13,13a,13b-octadecahydro-1H-cyclopenta[a]chrysen-9-yl)benzoic acid), CC(C)S(=O)(=O)Cl (propane-2-sulfonyl chloride). Yield: 36.0%. Product: C(C)(C)S(=O)(=O)N1CCN(CC1)CCN[C@]12[C@@H]([C@H]3CC[C@@H]4[C@]5(CC=C(C([C@@H]5CC[C@]4([C@@]3(CC1)C)C)(C)C)C1=CC=C(C(=O)O)C=C1)C)[C@@H](CC2)C(=C)C (4-((1R,3aS,5aR,5bR,7aR,11aS,11bR,13aR,13bR)-3a-((2-(4-(isopropylsulfonyl)piperazin-1-yl)ethyl)amino)-5a,5b,8,8,11a-pentamethyl-1-(prop-1-en-2-yl)-2,3,3a,4,5,5a,5b,6,7,7a,8,11,11a,11b,12,13,13a,13b-octadecahydro-1H-cyclopenta[a]chrysen-9-yl)benzoic acid), oil. Reactants: C[O-], CC(=O)O, CO, COC(=O)c1nc(N(C)S(C)(=O)=O)c2cccnc2c1OS(=O)(=O)c1ccc(C)cc1, [Na+], CN(C)C=O. Yields the product COC(=O)c1nc(N(C)S(C)(=O)=O)c2cccnc2c1O. As a reaction SMILES: [CH3:1][O-:2].[CH3:35][C:36](=[O:37])[OH:38].[CH3:39][OH:40].[CH3:4][N:5]([c:6]1[c:7]2[cH:8][cH:9][cH:10][n:11][c:12]2[c:13]([O:20][S:21]([c:22]2[cH:23][cH:24][c:25]([CH3:26])[cH:27][cH:28]2)(=[O:29])=[O:30])[c:14]([C:16](=[O:17])[O:18][CH3:19])[n:15]1)[S:31](=[O:32])(=[O:33])[CH3:34].[Na+:3].[O:41]=[CH:42][N:43]([CH3:44])[CH3:45]>>[CH3:4][N:5]([c:6]1[c:7]2[cH:8][cH:9][cH:10][n:11][c:12]2[c:13]([OH:20])[c:14]([C:16](=[O:17])[O:18][CH3:19])[n:15]1)[S:31](=[O:32])(=[O:33])[CH3:34]. The product is C1(=CC=CC=C1)N1N=C(C=C1)N (1-phenyl-3-aminopyrazole). Starting materials: C1(=CC=CC=C1)N1N=C(CC1)N (1-phenyl-3-amino-2-pyrazoline), Cu. Reaction conditions: time 3 hour. Procedure: Example 1 was repeated using the following amounts of reagents: 5 g (0.031 mole) of 1-phenyl-3-amino-2-pyrazoline were suspended in 25 ml of ethanol and 2 ml of H2O, under addition of 0.1 g (0.001 mole) of CuCl and 0.064 g (0.001 mole) of Cu, under an oxygen head. Oxidation lasted about 3 hours. 3.9 g of 1-phenyl-3-aminopyrazole were obtained. Solvent: C(C)O (ethanol), O (H2O). RXN SMILES: [C:1]1([N:7]2[CH2:11][CH2:10][C:9]([NH2:12])=[N:8]2)[CH:6]=[CH:5][CH:4]=[CH:3][CH:2]=1>C(O)C.O.Cl[Cu]>[C:1]1([N:7]2[CH:11]=[CH:10][C:9]([NH2:12])=[N:8]2)[CH:2]=[CH:3][CH:4]=[CH:5][CH:6]=1. The reagents and catalysts are Cl[Cu] (CuCl). The yield is 79.0%. Starting materials: COC(CC1=C(C=C(C(=C1)C)C)C)=O ((2,4,5-trimethyl-phenyl)acetic acid methyl ester), C(C)OC(=O)C1(CCN(CC1)OC)O (4-hydroxy-1-methoxy-piperidine-4-carboxylic acid ethyl ester), solution, CC(C)([O-])C.[K+] (potassium tert-butoxide). Solvent: C1CCOC1 (THF), C1CCOC1 (THF). Reaction conditions: time 1 hour. Yields the product OC1=C(C(OC12CCN(CC2)OC)=O)C2=C(C=C(C(=C2)C)C)C (4-Hydroxy-8-methoxy-3-(2,4,5-trimethyl-phenyl)-1-oxa-8-aza-spiro[4.5]dec-3-en-2-one). RXN SMILES: C[O:2][C:3](=O)[CH2:4][C:5]1[CH:10]=[C:9]([CH3:11])[C:8]([CH3:12])=[CH:7][C:6]=1[CH3:13].C(O[C:18]([C:20]1([OH:28])[CH2:25][CH2:24][N:23]([O:26][CH3:27])[CH2:22][CH2:21]1)=[O:19])C.CC(C)([O-])C.[K+]>C1COCC1>[OH:19][C:18]1[C:20]2([CH2:21][CH2:22][N:23]([O:26][CH3:27])[CH2:24][CH2:25]2)[O:28][C:3](=[O:2])[C:4]=1[C:5]1[CH:10]=[C:9]([CH3:11])[C:8]([CH3:12])=[CH:7][C:6]=1[CH3:13] |f:2.3|. Procedure: To a solution of (2,4,5-trimethyl-phenyl)acetic acid methyl ester (0.6 g, 3.12 mmol) and 4-hydroxy-1-methoxy-piperidine-4-carboxylic acid ethyl ester (0.76 g, 3.74 mmol) in 7 ml anhydrous THF was added a 1 M solution of potassium tert-butoxide (6.9 ml, 8.87 mmol) in THF at room temperature. The suspension obtained was first stirred at room temperature for one hour, and then refluxed under argon for one hour. After cooling to room temperature, the reaction mixture was concentrated, water was adde... The reactants are O=C(Cl)OCc1ccccc1, CCOC(=O)C1CCCNC1, [Na+], O=C([O-])O, O. The product is CCOC(=O)C1CCCN(C(=O)OCc2ccccc2)C1. RXN SMILES: [C:17]([O:18][CH2:19][c:20]1[cH:21][cH:22][cH:23][cH:24][cH:25]1)(=[O:26])[Cl:27].[NH:6]1[CH2:7][CH:8]([C:12](=[O:13])[O:14][CH2:15][CH3:16])[CH2:9][CH2:10][CH2:11]1.[Na+:5].[O-:1][C:2]([OH:3])=[O:4].[OH2:28]>>[N:6]1([C:17]([O:18][CH2:19][c:20]2[cH:21][cH:22][cH:23][cH:24][cH:25]2)=[O:26])[CH2:7][CH:8]([C:12](=[O:13])[O:14][CH2:15][CH3:16])[CH2:9][CH2:10][CH2:11]1. Starting materials: C1(CC1)C1=CC(=NN1)NC1=NC(=C(C=O)C=C1F)N[C@@H](C)C1=CC=C(C=C1)F ((S)-6-(5-Cyclopropyl-1H-pyrazol-3-ylamino)-5-fluoro-2-(1-(4-fluorophenyl)ethylamino)nicotinaldehyde), N1CCOCC1 (morpholine), [BH-](OC(=O)C)(OC(=O)C)OC(=O)C.[Na+] (NaBH(OAc)3). Run in ClCCCl (DCE). Reaction conditions: time 2 day. The product is C1(CC1)C1=CC(=NN1)NC1=NC(=C(C=C1F)CN1CCOCC1)N[C@@H](C)C1=CC=C(C=C1)F ((S)—N2-(5-Cyclopropyl-1H-pyrazol-3-yl)-3-fluoro-N6-(1-(4-fluorophenyl)ethyl)-5-(morpholinomethyl)pyridine-2,6-diamine). Yield: 63.9%. RXN SMILES: [CH:1]1([C:4]2[NH:8][N:7]=[C:6]([NH:9][C:10]3[C:17]([F:18])=[CH:16][C:13]([CH:14]=O)=[C:12]([NH:19][C@H:20]([C:22]4[CH:27]=[CH:26][C:25]([F:28])=[CH:24][CH:23]=4)[CH3:21])[N:11]=3)[CH:5]=2)[CH2:3][CH2:2]1.[NH:29]1[CH2:34][CH2:33][O:32][CH2:31][CH2:30]1.[BH-](OC(C)=O)(OC(C)=O)OC(C)=O.[Na+]>ClCCCl>[CH:1]1([C:4]2[NH:8][N:7]=[C:6]([NH:9][C:10]3[C:17]([F:18])=[CH:16][C:13]([CH2:14][N:29]4[CH2:34][CH2:33][O:32][CH2:31][CH2:30]4)=[C:12]([NH:19][C@H:20]([C:22]4[CH:27]=[CH:26][C:25]([F:28])=[CH:24][CH:23]=4)[CH3:21])[N:11]=3)[CH:5]=2)[CH2:3][CH2:2]1 |f:2.3|. Procedure: To a solution of (S)-6-(5-cyclopropyl-1H-pyrazol-3-ylamino)-5-fluoro-2-(1-(4-fluorophenyl)ethylamino)nicotinaldehyde (Example 73, 0.12 g, 0.31 mmol) in DCE (5 ml) was added morpholine (0.1 g, 1.14 mmol) and NaBH(OAc)3 (0.30 g, 1.5 mmol). The reaction was then stirred for 2 days, quenched with aq. Na2CO3 (10 ml), and extracted with DCM (2×20 ml). The combined organic fractions were dried over Na2SO4, filtered, and then concentrated. The resulting oil was purified by reverse-phase column chromatog...